This data is from the Open Reaction Database (ORD), a public repository of structured organic reaction records. The task is: describe an organic reaction: reactants, conditions, products, and yield The reactants are BrCCCBr (1,3-dibromopropane), [OH-].[K+] (KOH), O1C(NCC1)=O (2-Oxazolidinone). The solvent is CS(=O)C (DMSO), CCOCC (ether), O (H2O). Conditions: temperature 20 celsius, time 4 hour. The product is BrCCCN1C(OCC1)=O (N-(3′-bromopropyl)-2-oxazolidinone), 17. Isolated yield 56.0%. As a reaction SMILES: [Br:1][CH2:2][CH2:3][CH2:4]Br.[OH-].[K+].[O:8]1[CH2:12][CH2:11][NH:10][C:9]1=[O:13]>CS(C)=O.CCOCC.O>[Br:1][CH2:2][CH2:3][CH2:4][N:10]1[CH2:11][CH2:12][O:8][C:9]1=[O:13] |f:1.2|. Procedure: To a cooled solution (15-20° C.) of 1,3-dibromopropane (6.4 mL, 63.05 mmol) in dry DMSO (5 mL) was added ground KOH (0.920 g, 16.40 mmol). 2-Oxazolidinone (1.100 g, 12.63 mmol) was added in small amounts over 5 min, and the reaction was stirred for 4 hr at 20° C. The mixture was diluted with ether (100 mL) and H2O (20 mL), and the aqueous phase was extracted with ether (3×50 mL). After drying with MgSO4, the crude product was purified by flash chromatography using a step gradient (25% EtOAc/75% ...